This data is from the Open Reaction Database (ORD), a public repository of structured organic reaction records. The task is: describe an organic reaction: reactants, conditions, products, and yield Run at time 30 minute. The reactants are C(C)(C)(C)C1=C(C(O)=CC(=C1)C(C)(C)C)O (3,5-di-t-butylcatechol). Yields the product C(C)(C)(C)C=1C(C(C=C(C1)C(C)(C)C)=O)=O (3,5-di-t-butyl-1,2-dioxobenzene). Reagents/catalysts: [Ag]=O (silver oxide). Solvent: CCOCC (ether). As a reaction SMILES: [C:1]([C:5]1[CH:11]=[C:10]([C:12]([CH3:15])([CH3:14])[CH3:13])[CH:9]=[C:7]([OH:8])[C:6]=1[OH:16])([CH3:4])([CH3:3])[CH3:2]>[Ag]=O.CCOCC>[C:1]([C:5]1[C:6](=[O:16])[C:7](=[O:8])[CH:9]=[C:10]([C:12]([CH3:15])([CH3:14])[CH3:13])[CH:11]=1)([CH3:4])([CH3:2])[CH3:3]. Procedure: To a solution of 5 g. (22.5 mmol.) of 3,5-di-t-butylcatechol in 75 ml. of ether at 0° was added 25 g. of silver oxide. The reaction mixture was stirred at 0° for 30 minutes then at ambient temperature for an additional 30 minutes. The mixture was filtered and the filtrate was evaporated to dryness. Benzene was added to the residue and the resulting precipitate was collected by filtration and air dried to give 3,5-di-t-butyl-1,2-dioxobenzene, m.p. 110-112°.